From a dataset of the Open Reaction Database (ORD), a public repository of structured organic reaction records. describe an organic reaction: reactants, conditions, products, and yield The reactants are O1CCN(CC1)[C@@H]1CC[C@H](CC1)NC(OC(C)(C)C)=O (tert-butyl trans-4-morpholinocyclohexylcarbamate), Cl (HCl). Run in CCOCC (ether), ClCCl (dichloromethane). Reaction conditions: time 16 hour. Product: Cl.Cl.O1CCN(CC1)[C@@H]1CC[C@H](CC1)N (trans-4-morpholinocyclohexanamine bis hydrochloride). RXN SMILES: [O:1]1[CH2:6][CH2:5][N:4]([C@H:7]2[CH2:12][CH2:11][C@H:10]([NH:13]C(=O)OC(C)(C)C)[CH2:9][CH2:8]2)[CH2:3][CH2:2]1.[ClH:21]>ClCCl.CCOCC>[ClH:21].[ClH:21].[O:1]1[CH2:2][CH2:3][N:4]([C@H:7]2[CH2:8][CH2:9][C@H:10]([NH2:13])[CH2:11][CH2:12]2)[CH2:5][CH2:6]1 |f:4.5.6|. Procedure details: To a solution of EXAMPLE 324I (19.2 g) in dichloromethane (100 mL) was added HCl (100 ml, 4M in dioxane) and the reaction mixture was stirred for 16 hours at room temperature. The reaction mixture was diluted with ether and solid salt was filtered off and dried to give the title compound. Reactants: CCOC(C)=O, CC#N, N#CCCl, ClCCl, Fc1ccc2c(C3CCNCC3)n[nH]c2c1, [Na+], O=C([O-])O. Yields the product N#CCN1CCC(c2n[nH]c3cc(F)ccc23)CC1. RXN SMILES: [CH3:29][CH2:30][O:31][C:32]([CH3:33])=[O:34].[CH3:35][C:36]#[N:37].[Cl:22][CH2:23][C:24]#[N:25].[Cl:26][CH2:27][Cl:28].[F:1][c:2]1[cH:3][cH:4][c:5]2[c:6]([CH:11]3[CH2:12][CH2:13][NH:14][CH2:15][CH2:16]3)[n:7][nH:8][c:9]2[cH:10]1.[Na+:21].[O-:17][C:18]([OH:19])=[O:20]>>[F:1][c:2]1[cH:3][cH:4][c:5]2[c:6]([CH:11]3[CH2:12][CH2:13][N:14]([CH2:23][C:24]#[N:25])[CH2:15][CH2:16]3)[n:7][nH:8][c:9]2[cH:10]1.